Task: describe an organic reaction: reactants, conditions, products, and yield. Dataset: the Open Reaction Database (ORD), a public repository of structured organic reaction records The reactants are C12C=CC(CC1)C2 (Norbornene), C[SiH](Cl)C (dimethylchlorosilane). The reagents and catalysts are [Pt] (platinum). Run in C1(=CC=CC=C1)C (toluene). Conditions: temperature 80 celsius, time 1 hour. The product is C12C(CC(CC1)C2)[Si](Cl)(C)C (2-norbornyldimethylchlorosilane). As a reaction SMILES: [CH:1]12[CH2:7][CH:4]([CH2:5][CH2:6]1)[CH:3]=[CH:2]2.[CH3:8][SiH:9]([CH3:11])[Cl:10]>C1(C)C=CC=CC=1.[Pt]>[CH:1]12[CH2:7][CH:4]([CH2:5][CH2:6]1)[CH2:3][CH:2]2[Si:9]([CH3:11])([CH3:8])[Cl:10]. Procedure details: Norbornene (141 g, 1.50 mol) is dissolved in toluene (100 ml) and heated to 80° C. After the addition of the platinum catalyst ([COD]PtCl2, 70 mg), dimethylchlorosilane (169 g, 1.8 mol) is slowly added dropwise within 60 min, and the temperature rises to 98° C. Heating is continued at 80° C. for a further 1 h. Excess silane, unconverted norbornene and the solvent are distilled off at atmospheric pressure. The residue is fractionally distilled using a membrane pump vacuum. 255 g (93%) of a colorl... The reactants are COC(C)OCCO, C[O-], CO, CCOC(C)=O, [Cl-], ClCCl, Cl, COCCOCCOCc1cn(Cc2ccc(F)cc2F)c2cnc(C(=O)OC)cc12, NO, [NH4+], [Na+]. Yields the product COCCOCCOCc1cn(Cc2ccc(F)cc2F)c2cnc(C(=O)NO)cc12. As a reaction SMILES: [CH3:1][O:2][CH:3]([O:4][CH2:5][CH2:6][OH:7])[CH3:8].[CH3:43][O-:44].[CH3:48][OH:49].[CH3:50][CH2:51][O:52][C:53]([CH3:54])=[O:55].[Cl-:46].[Cl:56][CH2:57][Cl:58].[ClH:40].[F:9][c:10]1[c:11]([CH2:12][n:13]2[cH:14][c:15]([CH2:26][O:27][CH2:28][CH2:29][O:30][CH2:31][CH2:32][O:33][CH3:34])[c:16]3[c:17]2[cH:18][n:19][c:20]([C:22](=[O:23])[O:24][CH3:25])[cH:21]3)[cH:35][cH:36][c:37]([F:39])[cH:38]1.[NH2:41][OH:42].[NH4+:47].[Na+:45]>>[F:9][c:10]1[c:11]([CH2:12][n:13]2[cH:14][c:15]([CH2:26][O:27][CH2:28][CH2:29][O:30][CH2:31][CH2:32][O:33][CH3:34])[c:16]3[c:17]2[cH:18][n:19][c:20]([C:22](=[O:23])[NH:41][OH:42])[cH:21]3)[cH:35][cH:36][c:37]([F:39])[cH:38]1. The reactants are O=CC1=CC=C(F)C=C1. Run in O1CCCC1. Isolated yield 79.0%. Reaction conditions: temperature 90 celsius, time 12 hour. Product: O=CC1=CC=C(F)C=C1B2OC(C)(C)C(O2)(C)C. The reagents and catalysts are O1BOC(C)(C)C1(C)C, N1=CC=CC2=CC=CC(N)=C12, NC(C)(C)C, O1B(OC(C)(C)C1(C)C)B2OC(C)(C)C(O2)(C)C, C[OH2+].C[OH2+].C1CC=CCCC=C1.C1CC=CCCC=C1.[Ir].[Ir]. As a reaction SMILES: [C:38]([BH3-:39])#[N:40].[C:42](=[O:43])([O-:44])[OH:45].[CH3:1][O:2][c:3]1[cH:4][cH:5][c:6]2[c:7]([CH3:24])[cH:8][c:9](=[O:23])[n:10]([CH2:13][CH2:14][C:15]3([C:21]#[N:22])[CH2:16][CH2:17][NH:18][CH2:19][CH2:20]3)[c:11]2[cH:12]1.[CH3:55][C:56](=[O:57])[OH:58].[CH3:59][OH:60].[CH:47]([Cl:48])([Cl:49])[Cl:50].[Cl:52][CH2:53][Cl:54].[Na+:41].[Na+:46].[O:25]1[c:26]2[c:27]([cH:31][c:32]([CH2:35][CH:36]=[O:37])[cH:33][cH:34]2)[O:28][CH2:29][CH2:30]1.[OH2:51]>>[CH3:1][O:2][c:3]1[cH:4][cH:5][c:6]2[c:7]([CH3:24])[cH:8][c:9](=[O:23])[n:10]([CH2:13][CH2:14][C:15]3([C:21]#[N:22])[CH2:16][CH2:17][N:18]([CH2:36][CH2:35][c:32]4[cH:31][c:27]5[c:26]([cH:34][cH:33]4)[O:25][CH2:30][CH2:29][O:28]5)[CH2:19][CH2:20]3)[c:11]2[cH:12]1. Product: COc1ccc2c(C)cc(=O)n(CCC3(C#N)CCN(CCc4ccc5c(c4)OCCO5)CC3)c2c1. The reactants are [BH3-]C#N, O=C([O-])O, COc1ccc2c(C)cc(=O)n(CCC3(C#N)CCNCC3)c2c1, CC(=O)O, CO, ClC(Cl)Cl, ClCCl, [Na+], [Na+], O=CCc1ccc2c(c1)OCCO2, O. Run at temperature 45 celsius, time 30 minute. Product: C(C1=CC=CC=C1)OC1=NC2=CC=C(C=C2C(=N1)OCC1=CC=CC=C1)OC (2,4-Bisbenzyloxy-6-methoxyquinazoline). As a reaction SMILES: [CH2:1]([OH:8])[C:2]1[CH:7]=[CH:6][CH:5]=[CH:4][CH:3]=1.[H-].[Na+].Cl[C:12]1[N:21]=[C:20](Cl)[C:19]2[C:14](=[CH:15][CH:16]=[C:17]([O:23][CH3:24])[CH:18]=2)[N:13]=1.[OH2:25]>O1CCCC1>[CH2:1]([O:8][C:12]1[N:21]=[C:20]([O:25][CH2:1][C:2]2[CH:7]=[CH:6][CH:5]=[CH:4][CH:3]=2)[C:19]2[C:14](=[CH:15][CH:16]=[C:17]([O:23][CH3:24])[CH:18]=2)[N:13]=1)[C:2]1[CH:7]=[CH:6][CH:5]=[CH:4][CH:3]=1 |f:1.2|. The yield is 95.0%. Starting materials: O (water), C(C1=CC=CC=C1)O (benzyl alcohol), ClC1=NC2=CC=C(C=C2C(=N1)Cl)OC (2,4-dichloro-6-methoxyquinazoline), [H-].[Na+] (sodium hydride). Reported procedure: 3 ml of benzyl alcohol was dissolved in 50 ml of tetrahydrofuran, followed by the addition of 1.0 g of sodium hydride. The obtained mixture was stirred at 40 to 50° C. for 30 minutes, followed by the addition of 2.50 g (0.0109 mol) of 2,4-dichloro-6-methoxyquinazoline. The obtained mixture was heated under reflux for several hours, followed by the addition of water. The obtained mixture was extracted with chloroform and the organic layer was dried over anhydrous magnesium sulfate and filtered. T... The solvent is O1CCCC1 (tetrahydrofuran). The reactants are C(CCC)OC=1C=CC(=C(C(=O)O)C1)O (5-butoxy-2-hydroxybenzoic acid), C(C1=CC=CC=C1)Cl (benzyl chloride), C([O-])([O-])=O.[K+].[K+] (potassium carbonate), [OH-].[Na+] (sodium hydroxide), Cl (hydrochloric acid). Solvent: O (water), O (water), O (water), C(C)O (ethanol), C(C)O (ethanol). Yields the product C(C1=CC=CC=C1)OC1=C(C(=O)O)C=C(C=C1)OCCCC (2-benzyloxy-5-butoxybenzoic acid). As a reaction SMILES: [CH2:1]([O:5][C:6]1[CH:7]=[CH:8][C:9]([OH:15])=[C:10]([CH:14]=1)[C:11]([OH:13])=[O:12])[CH2:2][CH2:3][CH3:4].[CH2:16](Cl)[C:17]1[CH:22]=[CH:21][CH:20]=[CH:19][CH:18]=1.C(=O)([O-])[O-].[K+].[K+].[OH-].[Na+].Cl>C(O)C.O>[CH2:16]([O:15][C:9]1[CH:8]=[CH:7][C:6]([O:5][CH2:1][CH2:2][CH2:3][CH3:4])=[CH:14][C:10]=1[C:11]([OH:13])=[O:12])[C:17]1[CH:22]=[CH:21][CH:20]=[CH:19][CH:18]=1 |f:2.3.4,5.6|. Procedure: A suspension containing 1.9 g (9 mmol) of 5-butoxy-2-hydroxybenzoic acid, 3.85 g (30 mmol) of benzyl chloride and 5 g (36 mmol) of anhydrous potassium carbonate in 18 ml of anhydrous ethanol was boiled under reflux for 20 hours while stirring. The reaction mixture was cooled to room temperature and after adding 20 ml of water and thoroughly shaking, the three phases formed were separated. The medium phase was boiled under reflux with 1.1 g (27.5 mmol) of sodium hydroxide dissolved in 7 ml of eth...